This data is from the Open Reaction Database (ORD), a public repository of structured organic reaction records. The task is: describe an organic reaction: reactants, conditions, products, and yield The reactants are C(C)OC(CC1=CC(=C(C=C1)OC)C1=C2CN(CC2=C(C=C1)F)CC1=CC=CC=C1)=O ([3-(2-benzyl-7-fluoro-2,3-dihydro-1H-isoindol-4-yl)-4-methoxy-phenyl]-acetic acid ethyl ester). The reagents and catalysts are [Pd] (palladium on activated carbon). The solvent is C(C)O (ethanol). Reaction conditions: time 18 hour. The product is C(C)OC(CC1=CC(=C(C=C1)OC)C1=C2CNCC2=C(C=C1)F)=O ([3-(7-Fluoro-2,3-dihydro-1H-isoindol-4-yl)-4-methoxy-phenyl]-acetic acid ethyl ester). RXN SMILES: [CH2:1]([O:3][C:4](=[O:31])[CH2:5][C:6]1[CH:11]=[CH:10][C:9]([O:12][CH3:13])=[C:8]([C:14]2[CH:22]=[CH:21][C:20]([F:23])=[C:19]3[C:15]=2[CH2:16][N:17](CC2C=CC=CC=2)[CH2:18]3)[CH:7]=1)[CH3:2]>C(O)C.[Pd]>[CH2:1]([O:3][C:4](=[O:31])[CH2:5][C:6]1[CH:11]=[CH:10][C:9]([O:12][CH3:13])=[C:8]([C:14]2[CH:22]=[CH:21][C:20]([F:23])=[C:19]3[C:15]=2[CH2:16][NH:17][CH2:18]3)[CH:7]=1)[CH3:2]. Procedure details: To a solution under N2 of [3-(2-benzyl-7-fluoro-2,3-dihydro-1H-isoindol-4-yl)-4-methoxy-phenyl]-acetic acid ethyl ester (246 mg, 0.59 mmol, 1 eq.) in ethanol (40 mL), palladium on activated carbon (20 mg) was added. The flask was evacuated and backfilled with H2 (3×). The black suspension was stirred at r.t. under an H2-atmosphere for 18 hours. The suspension was filtered through Celite, the Celite rinsed with EtOH. The filtrate was concentrated in vacuo to give the desired product. The product ... Starting materials: ClC=1C=C(OC2=C3C(=CN(C3=CC=C2)C)/C=C/C(=O)O)C=CC1F ((E)-3-[4-(3-Chloro-4-fluoro-phenoxy)-1-methyl-1H-indol-3-yl]-acrylic acid), C(C=C)(=O)O (acrylic acid). Product: C(C)OC(\C=C\C1=CN(C2=CC=CC(=C12)OC1=CC(=C(C=C1)F)Cl)C)=O ((E)-3-[4-(3-Chloro-4-fluoro-phenoxy)-1-methyl-1H-indol-3-yl]-acrylic acid ethyl ester). Reaction SMILES: [Cl:1][C:2]1[CH:3]=[C:4]([CH:21]=[CH:22][C:23]=1[F:24])[O:5][C:6]1[CH:14]=[CH:13][CH:12]=[C:11]2[C:7]=1[C:8](/[CH:16]=[CH:17]/[C:18]([OH:20])=[O:19])=[CH:9][N:10]2[CH3:15].[C:25](O)(=O)[CH:26]=C>>[CH2:25]([O:19][C:18](=[O:20])/[CH:17]=[CH:16]/[C:8]1[C:7]2[C:11](=[CH:12][CH:13]=[CH:14][C:6]=2[O:5][C:4]2[CH:21]=[CH:22][C:23]([F:24])=[C:2]([Cl:1])[CH:3]=2)[N:10]([CH3:15])[CH:9]=1)[CH3:26]. Procedure: Synthesis of (E)-3-[4-(3-Chloro-4-fluoro-phenoxy)-1-methyl-1H-indol-3-yl]-acrylic acid, A38. Following the general procedure P-8, K-59G was hydrolyzed to acrylic acid A38. 1H NMR (DMSO-d6) 3.85 (s, 3H), 6.24 (d, J=16 Hz, 1H), 6.66 (d, J=8 Hz, 1H), 7.00 (m, 1H), 7.20 (dd, J=8 and 8 Hz, 1H), 7.25 (m, 1H), 7.35 (d, J=8 Hz, 1H), 7.43 (dd, J=9 and 9 Hz, 1H), 7.88 (d, J=16 Hz, 1H), 8.07 (s, 1H), 11.8 (s, 1H). Starting materials: CO (MeOH), CN(C)C=O (DMF), C(C)OC(C1=CC=C(C=C1)N1CCN(CC1)C1=NC=C(C=C1)C(NC1=CC(=C(C=C1)C)I)=O)=O (4-{4-[5-(3-iodo-4-methyl-phenylcarbamoyl)-pyridin-2-yl]-piperazin-1-yl}-benzoic acid ethyl ester), LiOH monohydrate, C(C)(C)(C)C=1C=C(C=CC1)NC(=O)C=1C=CC(=NC1)N1CCN(CC1)C1=CC=C(C(=O)O)C=C1 (4-{4-[5-(3-tert-butyl-phenylcarbamoyl)-pyridin-2-yl]-piperazin-1-yl}-benzoic acid). The solvent is C(Cl)Cl (CH2Cl2), C(Cl)Cl (CH2Cl2). Yields the product IC=1C=C(C=CC1C)NC(=O)C=1C=CC(=NC1)N1CCN(CC1)C1=CC=C(C(=O)O)C=C1 (4-{4-[5-(3-Iodo-4-methyl-phenylcarbamoyl)-pyridin-2-yl]-piperazin-1-yl}-benzoic acid). As a reaction SMILES: C([O:3][C:4](=[O:34])[C:5]1[CH:10]=[CH:9][C:8]([N:11]2[CH2:16][CH2:15][N:14]([C:17]3[CH:22]=[CH:21][C:20]([C:23](=[O:33])[NH:24][C:25]4[CH:30]=[CH:29][C:28]([CH3:31])=[C:27]([I:32])[CH:26]=4)=[CH:19][N:18]=3)[CH2:13][CH2:12]2)=[CH:7][CH:6]=1)C.C(C1C=C(NC(C2C=CC(N3CCN(C4C=CC(C(O)=O)=CC=4)CC3)=NC=2)=O)C=CC=1)(C)(C)C.CO.CN(C=O)C>C(Cl)Cl>[I:32][C:27]1[CH:26]=[C:25]([NH:24][C:23]([C:20]2[CH:21]=[CH:22][C:17]([N:14]3[CH2:13][CH2:12][N:11]([C:8]4[CH:9]=[CH:10][C:5]([C:4]([OH:34])=[O:3])=[CH:6][CH:7]=4)[CH2:16][CH2:15]3)=[N:18][CH:19]=2)=[O:33])[CH:30]=[CH:29][C:28]=1[CH3:31]. Procedure: 4-{4-[5-(3-Iodo-4-methyl-phenylcarbamoyl)-pyridin-2-yl]-piperazin-1-yl}-benzoic acid was prepared by the hydrolysis of 4-{4-[5-(3-iodo-4-methyl-phenylcarbamoyl)-pyridin-2-yl]-piperazin-1-yl}-benzoic acid ethyl ester with LiOH monohydrate in manner similar to the one described in the synthesis of 4-{4-[5-(3-tert-butyl-phenylcarbamoyl)-pyridin-2-yl]-piperazin-1-yl}-benzoic acid, above. The product was isolated after a silica gel column chromatography with a 0-5% MeOH in CH2Cl2 to 0-100% DMF in CH2... Reactants: CCOCC, CCO, COC(=O)CCCCc1csc(N=C2SCC3Cc4ccccc4CN23)n1, Cl, [Na+], [OH-]. Yields the product Cl, O=C(O)CCCCc1csc(N=C2SCC3Cc4ccccc4CN23)n1. Reaction SMILES: [CH3:31][CH2:32][O:33][CH2:34][CH3:35].[CH3:36][CH2:37][OH:38].[CH3:3][O:4][C:5](=[O:6])[CH2:7][CH2:8][CH2:9][CH2:10][c:11]1[n:12][c:13]([N:16]=[C:17]2[S:18][CH2:19][CH:20]3[N:21]2[CH2:22][c:23]2[cH:24][cH:25][cH:26][cH:27][c:28]2[CH2:29]3)[s:14][cH:15]1.[ClH:30].[Na+:2].[OH-:1]>>[ClH:30].[O:4]=[C:5]([OH:6])[CH2:7][CH2:8][CH2:9][CH2:10][c:11]1[n:12][c:13]([N:16]=[C:17]2[S:18][CH2:19][CH:20]3[N:21]2[CH2:22][c:23]2[cH:24][cH:25][cH:26][cH:27][c:28]2[CH2:29]3)[s:14][cH:15]1. Starting materials: C1(=CC=CC=C1)SC(C1C(C2=CC=CC=C2CC1)=NC1=CC=CC=C1)SC1=CC=CC=C1 (N-{2-[bis(phenylsulphanyl)methyl]-3,4-dihydronaphthalen-1(2H)-ylidene}aniline), ClC1=CC(=CC=C1)C(=O)OO (meta-chloroperbenzoic acid). The solvent is ClCCl (dichloromethane), ClCCl (dichloromethane). Reaction conditions: temperature 0 celsius, time 1 hour. The product is C1(=CC=CC=C1)S\C=C/1\C(C2=CC=CC=C2CC1)=NC1=CC=CC=C1 (N-[(2E)-2-[(phenylsulphanyl)methylene]-3,4-dihydronaphthalen-1(2H)-ylidene]aniline). Yield: 22.7%. RXN SMILES: [C:1]1([S:7][CH:8](SC2C=CC=CC=2)[CH:9]2[CH2:18][CH2:17][C:16]3[C:11](=[CH:12][CH:13]=[CH:14][CH:15]=3)[C:10]2=[N:19][C:20]2[CH:25]=[CH:24][CH:23]=[CH:22][CH:21]=2)[CH:6]=[CH:5][CH:4]=[CH:3][CH:2]=1.ClC1C=CC=C(C(OO)=O)C=1>ClCCl>[C:1]1([S:7]/[CH:8]=[C:9]2/[C:10](=[N:19][C:20]3[CH:21]=[CH:22][CH:23]=[CH:24][CH:25]=3)[C:11]3[C:16]([CH2:17][CH2:18]/2)=[CH:15][CH:14]=[CH:13][CH:12]=3)[CH:2]=[CH:3][CH:4]=[CH:5][CH:6]=1. Reported procedure: 270 mg (0.58 mmol) of N-{2-[bis(phenylsulphanyl)methyl]-3,4-dihydronaphthalen-1(2H)-ylidene}aniline are dissolved in 25 ml of dichloromethane, 157 mg (0.64 mmol) of 70 percent strength meta-chloroperbenzoic acid are added at 0° C. and the mixture is stirred at 0° C. for 1 h. The mixture is then diluted with dichloromethane and washed with saturated aqueous sodium bicarbonate solution, and the organic phase is dried over sodium sulphate and concentrated under reduced pressure. Purification of the... Starting materials: N1C=NC=C1 (imidazole), S(=O)(Cl)Cl (thionyl chloride), CC=1SC(=C(N1)C)C(=O)O (2,4-dimethyl-5-thiazolecarboxylic acid), resultant mixture. The solvent is O1CCCC1 (tetrahydrofuran). Reaction conditions: time 30 minute. Yields the product N1C(=NC=C1)C(=O)C1=C(N=C(S1)C)C (5-imidazolylcarbonyl-2,4-dimethylthiazole). RXN SMILES: [NH:1]1[CH:5]=[CH:4][N:3]=[CH:2]1.S(Cl)(Cl)=O.[CH3:10][C:11]1[S:12][C:13]([C:17](O)=[O:18])=[C:14]([CH3:16])[N:15]=1>O1CCCC1>[NH:1]1[CH:5]=[CH:4][N:3]=[C:2]1[C:17]([C:13]1[S:12][C:11]([CH3:10])=[N:15][C:14]=1[CH3:16])=[O:18]. Procedure: To a solution of imidazole (2.72 g; 40 mmol) in dry tetrahydrofuran (60 ml) was added dropwise thionyl chloride (1.20 g; 10 mmol) under ice-cooling while stirring. After the resultant mixture was turned to room temperature, 2,4-dimethyl-5-thiazolecarboxylic acid (1.57 g; 10 mmol) was added thereto at once, and stirring was continued for 30 minutes, whereby 5-imidazolylcarbonyl-2,4-dimethylthiazole was produced. To the mixture was added dropwise a solution of 2-(2-furyl)aminoacetonitrile (1.46 g;... The reactants are ClC1=CC(=C(N)C=C1)I (4-chloro-2-iodoaniline), C(#C)C1=C(C=CC=C1)C(F)(F)F (1-ethynyl-2-(trifluoromethyl)benzene), C(C)(=O)OCC (Ethyl acetate). Run in CCCCCCC (heptane). Product: ClC1=CC(=C(C=C1)N)C#CC1=C(C=CC=C1)C(F)(F)F (4-Chloro-2-(2-trifluoromethyl-phenylethynyl)-phenylamine). RXN SMILES: [Cl:1][C:2]1[CH:8]=[CH:7][C:5]([NH2:6])=[C:4](I)[CH:3]=1.[C:10]([C:12]1[CH:17]=[CH:16][CH:15]=[CH:14][C:13]=1[C:18]([F:21])([F:20])[F:19])#[CH:11].C(OCC)(=O)C>CCCCCCC>[Cl:1][C:2]1[CH:8]=[CH:7][C:5]([NH2:6])=[C:4]([C:11]#[C:10][C:12]2[CH:17]=[CH:16][CH:15]=[CH:14][C:13]=2[C:18]([F:19])([F:20])[F:21])[CH:3]=1. Reported procedure: The title compound was prepared in analogy to example 10 step A from 4-chloro-2-iodoaniline (500 mg, 1.97 mmol) and 1-ethynyl-2-(trifluoromethyl)benzene (330 μl, 2.37 mmol). Off white solid. Rf 0.3 (1:9 Ethyl acetate:heptane) as an intense blue spot under UV light.